This data is from the Open Reaction Database (ORD), a public repository of structured organic reaction records. The task is: describe an organic reaction: reactants, conditions, products, and yield Reactants: BrC1=CC=C(C=C1)[Li] (4-bromophenyl-lithium), OC1=CC=C(C=C1)C(CC)=O (4'-hydroxy-propiophenone), O1CCCC1 (tetrahydrofurane). Run in C(C)(=O)O (acetic acid). Yields the product BrC1=CC=C(C(C2=CC=C(C=C2)O)(O)CC)C=C1 (4-Bromo-4'-hydroxy-α-ethyl-benzhydrol). RXN SMILES: [Br:1][C:2]1[CH:7]=[CH:6][C:5]([Li])=[CH:4][CH:3]=1.[OH:9][C:10]1[CH:15]=[CH:14][C:13]([C:16](=[O:19])[CH2:17][CH3:18])=[CH:12][CH:11]=1.O1CCCC1>C(O)(=O)C>[Br:1][C:2]1[CH:7]=[CH:6][C:5]([C:16]([CH2:17][CH3:18])([OH:19])[C:13]2[CH:12]=[CH:11][C:10]([OH:9])=[CH:15][CH:14]=2)=[CH:4][CH:3]=1. Reported procedure: To 400 ml. of a 0.5 molar ethereal 4-bromophenyl-lithium solution a solution of 7.5 g. of 4'-hydroxy-propiophenone in 37 ml. of dry tetrahydrofurane is added dropwise, with stirring at a temperature between -50° C. and -40° C. The reaction mixture is stirred at 0° C. for an additional hour, and is then decomposed with a mixture of ice and glacial acetic acid. The aqueous phase is extracted with ether, the ethereal phases are combined, and washed to neutral with water. After drying over anhydrous... Starting materials: ClCCCBr, CC(=O)Nc1ccc(O)cc1, CCO, N#N, [Na+], [OH-]. The product is CC(=O)Nc1ccc(OCCCCl)cc1. Reaction SMILES: [Br:16][CH2:17][CH2:18][CH2:19][Cl:20].[C:5]([CH3:6])(=[O:7])[NH:8][c:9]1[cH:10][cH:11][c:12]([OH:15])[cH:13][cH:14]1.[CH3:21][CH2:22][OH:23].[N:1]#[N:2].[Na+:4].[OH-:3]>>[C:5]([CH3:6])(=[O:7])[NH:8][c:9]1[cH:10][cH:11][c:12]([O:15][CH2:17][CH2:18][CH2:19][Cl:20])[cH:13][cH:14]1.